Dataset: the Open Reaction Database (ORD), a public repository of structured organic reaction records. Task: describe an organic reaction: reactants, conditions, products, and yield Reactants: [H-].[Al+3].[Li+].[H-].[H-].[H-] (lithium aluminum hydride), S(=O)(=O)(OCC(C(CC1=C(C=CC=C1)F)O)C)C1=CC=C(C)C=C1 (4-(2-fluorophenyl)-3-hydroxy-2-methylbutyl tosylate), O.O.O.O.O.O.O.O.O.O.[O-]S(=O)(=O)[O-].[Na+].[Na+] (sodium sulfate 10 hydrate). The solvent is C1CCOC1 (THF), C1CCOC1 (THF). Conditions: time 0.5 hour. The product is FC1=C(C=CC=C1)CC(C(C)C)O ((+)-1-(2-fluorophenyl)-3-methylbutane-2-ol). Yield: 87.5%. RXN SMILES: [H-].[Al+3].[Li+].[H-].[H-].[H-].S(C1C=CC(C)=CC=1)(O[CH2:11][CH:12]([CH3:23])[CH:13]([OH:22])[CH2:14][C:15]1[CH:20]=[CH:19][CH:18]=[CH:17][C:16]=1[F:21])(=O)=O.O.O.O.O.O.O.O.O.O.O.[O-]S([O-])(=O)=O.[Na+].[Na+]>C1COCC1>[F:21][C:16]1[CH:17]=[CH:18][CH:19]=[CH:20][C:15]=1[CH2:14][CH:13]([OH:22])[CH:12]([CH3:11])[CH3:23] |f:0.1.2.3.4.5,7.8.9.10.11.12.13.14.15.16.17.18.19|. Procedure details: Under a nitrogen atmosphere, 2.28 g (60.2 mmol) of lithium aluminum hydride was added to 30 ml of THF. A solution of 21.1 g (60.2 mmol) of 4-(2-fluorophenyl)-3-hydroxy-2-methylbutyl tosylate in 210 ml of THF was added dropwise thereto at room temperature. After stirring for 0.5 hr at room temperature, sodium sulfate 10 hydrate was added slowly until no effervescence was observed. After stirring a while, the obtained suspension was filtered, the filtrate was distilled off and the residue was puri... The reactants are COC(C(C(C1=C(C=CC=C1)C)Cl)=O)=O (3-chloro-2-oxo-3-o-tolyl-propionic acid methyl ester), C(C)(=S)N (thioacetamide). Product: COC(=O)C=1N=C(SC1C1=C(C=CC=C1)C)C (2-Methyl-5-o-tolyl-thiazole-4-carboxylic Acid Methyl Ester). As a reaction SMILES: [CH3:1][O:2][C:3](=[O:15])[C:4](=O)[CH:5](Cl)[C:6]1[CH:11]=[CH:10][CH:9]=[CH:8][C:7]=1[CH3:12].[C:16]([NH2:19])(=[S:18])[CH3:17]>>[CH3:1][O:2][C:3]([C:4]1[N:19]=[C:16]([CH3:17])[S:18][C:5]=1[C:6]1[CH:11]=[CH:10][CH:9]=[CH:8][C:7]=1[CH3:12])=[O:15]. Procedure details: prepared by reaction of 3-chloro-2-oxo-3-o-tolyl-propionic acid methyl ester with thioacetamide. LC-MS: tR=0.92 min; [M+H]+=248.1.